From a dataset of the Open Reaction Database (ORD), a public repository of structured organic reaction records. describe an organic reaction: reactants, conditions, products, and yield The reagents and catalysts are sulfated tin oxide. The product is C(CC(=O)C)(=O)OC1CCCCC1 (cyclohexyl acetoacetate). Reactants: C(CC(=O)C)(=O)OC (methyl acetoacetate), C1(CCCCC1)O (cyclohexanol). Reaction SMILES: [C:1]([O:7][CH3:8])(=[O:6])[CH2:2][C:3]([CH3:5])=[O:4].[CH:9]1(O)[CH2:14][CH2:13]C[CH2:11][CH2:10]1>C1(C)C=CC=CC=1>[C:1]([O:7][CH:8]1[CH2:13][CH2:14][CH2:9][CH2:10][CH2:11]1)(=[O:6])[CH2:2][C:3]([CH3:5])=[O:4]. Procedure: A mixture of 1 equivalent of methyl acetoacetate, 1 equivalent of cyclohexanol and 100 mg of sulfated tin oxide catalyst prepared according to example 1 above, in 20 ml of toluene was heated to 110° C. in a two necked round bottom flask provided with a distillation condenser to remove methanol. The reaction was monitored by thin layer chromatography (TLC). After completion of the reaction (about 6 hours), the catalyst was filtered and the filtrate was concentrated and chromatographed on a silica... Run in C1(=CC=CC=C1)C (toluene). Yield: 84.0%.